This data is from the Open Reaction Database (ORD), a public repository of structured organic reaction records. The task is: describe an organic reaction: reactants, conditions, products, and yield Starting materials: FC=1C=C(C=NC1OC)N (5-fluoro-6-methoxypyridin-3-amine), FC1=NC=C(C=C1C1=NC(=NC(=N1)C)N(CC1=CC=C(C=C1)OC)CC1=CC=C(C=C1)OC)CN1[C@H](CN(CC1)S(=O)(=O)C)C ((S)-4-(2-fluoro-5-((2-methyl-4-(methylsulfonyl)piperazin-1-yl)methyl)pyridin-3-yl)-N,N-bis(4-methoxybenzyl)-6-methyl-1,3,5-triazin-2-amine), [Li+].C[Si](C)(C)[N-][Si](C)(C)C (LiHMDS). Run in C1CCOC1 (THF). Conditions: time 30 minute. Product: FC=1C=C(C=NC1OC)NC1=NC=C(C=C1C1=NC(=NC(=N1)C)N(CC1=CC=C(C=C1)OC)CC1=CC=C(C=C1)OC)CN1[C@H](CN(CC1)S(=O)(=O)C)C ((S)-4-(2-(5-fluoro-6-methoxypyridin-3-ylamino)-5-((2-methyl-4-(methylsulfonyl)piperazin-1-yl)methyl)pyridin-3-yl)-N,N-bis(4-methoxybenzyl)-6-methyl-1,3,5-triazin-2-amine). Isolated yield 59.7%. As a reaction SMILES: [F:1][C:2]1[CH:3]=[C:4]([NH2:10])[CH:5]=[N:6][C:7]=1[O:8][CH3:9].F[C:12]1[C:17]([C:18]2[N:23]=[C:22]([CH3:24])[N:21]=[C:20]([N:25]([CH2:35][C:36]3[CH:41]=[CH:40][C:39]([O:42][CH3:43])=[CH:38][CH:37]=3)[CH2:26][C:27]3[CH:32]=[CH:31][C:30]([O:33][CH3:34])=[CH:29][CH:28]=3)[N:19]=2)=[CH:16][C:15]([CH2:44][N:45]2[CH2:50][CH2:49][N:48]([S:51]([CH3:54])(=[O:53])=[O:52])[CH2:47][C@@H:46]2[CH3:55])=[CH:14][N:13]=1.[Li+].C[Si]([N-][Si](C)(C)C)(C)C>C1COCC1>[F:1][C:2]1[CH:3]=[C:4]([NH:10][C:12]2[C:17]([C:18]3[N:23]=[C:22]([CH3:24])[N:21]=[C:20]([N:25]([CH2:26][C:27]4[CH:28]=[CH:29][C:30]([O:33][CH3:34])=[CH:31][CH:32]=4)[CH2:35][C:36]4[CH:41]=[CH:40][C:39]([O:42][CH3:43])=[CH:38][CH:37]=4)[N:19]=3)=[CH:16][C:15]([CH2:44][N:45]3[CH2:50][CH2:49][N:48]([S:51]([CH3:54])(=[O:52])=[O:53])[CH2:47][C@@H:46]3[CH3:55])=[CH:14][N:13]=2)[CH:5]=[N:6][C:7]=1[O:8][CH3:9] |f:2.3|. Procedure details: A mixture of 5-fluoro-6-methoxypyridin-3-amine (3.34 g, 23.53 mmol) and (S)-4-(2-fluoro-5-((2-methyl-4-(methylsulfonyl)piperazin-1-yl)methyl)pyridin-3-yl)-N,N-bis(4-methoxybenzyl)-6-methyl-1,3,5-triazin-2-amine (13.6 g crude from previous step) in THF (150 mL) at −10° C. was treated dropwise with LiHMDS (1.0 M in THF, Aldrich; 64.2 mL, 64.2 mmol) and the mixture was stirred for 30 min. The reaction was quenched with water and saturated NH4Cl(aq) (100 mL each) and diluted with EtOAc (50 mL). The ... Reactants: Cl (hydrochloric acid), N1=CC=CC=C1 (pyridine), O(C1=CC=CC=C1)C=1C=C(CO)C=CC1F (3-phenoxy-4-fluoro-benzyl alcohol), CC1(C(C12C=CC1=CC=CC=C21)C(=O)Cl)C (3,3-dimethyl-spiro(cyclopropane-1,1'-indene)-2-carboxylic acid chloride). Solvent: O (water), C1(=CC=CC=C1)C (toluene), C1(=CC=CC=C1)C (toluene). Yields the product O(C1=CC=CC=C1)C=1C=C(COC(=O)C2C(C23C=CC2=CC=CC=C32)(C)C)C=CC1F (3,3-dimethylspiro-(cyclopropane-1,1'-indene)-2-carboxylic acid 3-phenoxy-4-fluoro-benzyl ester). The yield is 86.3%. Reaction SMILES: [O:1]([C:8]1[CH:9]=[C:10]([CH:13]=[CH:14][C:15]=1[F:16])[CH2:11][OH:12])[C:2]1[CH:7]=[CH:6][CH:5]=[CH:4][CH:3]=1.[CH3:17][C:18]1([CH3:32])[C:20]2([C:28]3[C:23](=[CH:24][CH:25]=[CH:26][CH:27]=3)[CH:22]=[CH:21]2)[CH:19]1[C:29](Cl)=[O:30].N1C=CC=CC=1.Cl>C1(C)C=CC=CC=1.O>[O:1]([C:8]1[CH:9]=[C:10]([CH:13]=[CH:14][C:15]=1[F:16])[CH2:11][O:12][C:29]([CH:19]1[C:20]2([C:28]3[C:23](=[CH:24][CH:25]=[CH:26][CH:27]=3)[CH:22]=[CH:21]2)[C:18]1([CH3:32])[CH3:17])=[O:30])[C:2]1[CH:3]=[CH:4][CH:5]=[CH:6][CH:7]=1. Procedure details: 5.05 g (0.0232 mol) of 3-phenoxy-4-fluoro-benzyl alcohol and 5.4 g (0.0232 mol) of 3,3-dimethyl-spiro(cyclopropane-1,1'-indene)-2-carboxylic acid chloride were dissolved in 100 ml of anhydrous toluene, and 2.5 g of pyridine, dissolved in 50 ml of toluene, were added dropwise at 20°-25° C., while stirring. The mixture was stirred at 25°-35° C. for a further 3 hours. The reaction mixture was poured into 150 ml of water, to which 5 ml of concentrated hydrochloric acid were added, and the organic ph... The reactants are O1CC(C1)=CC(=O)OCC (Ethyl oxetan-3-ylideneacetate), N (ammonia). Solvent: C(C)O (ethanol). Reaction conditions: temperature 100 celsius. Yields the product NC1(COC1)CC(=O)OCC (Ethyl (3-aminooxetan-3-yl)acetate). Yield: 100.0%. RXN SMILES: [O:1]1[CH2:4][C:3](=[CH:5][C:6]([O:8][CH2:9][CH3:10])=[O:7])[CH2:2]1.[NH3:11]>C(O)C>[NH2:11][C:3]1([CH2:5][C:6]([O:8][CH2:9][CH3:10])=[O:7])[CH2:4][O:1][CH2:2]1. Procedure: Ethyl oxetan-3-ylideneacetate (Preparation 38, 781 g, 5.49 mol) was dissolved in 2M ammonia in ethanol (8.24 L) and heated to 100° C. in a bomb for 5 hours. The reaction was concentrated in vacuo to afford the title compound as a mobile oil (750 g, 100% yield). The reactants are O (Water), [H-].[Na+] (sodium hydride), CC1(C=CC(CC1)=O)C (4,4-dimethyl-2-cyclohexene-1-one), C(C)OP(=O)(OCC)CC(=O)OCC (ethyl 2-(diethoxyphosphoryl)acetate). The solvent is O1CCCC1 (tetrahydrofuran). Run at time 1 hour. Product: CC1(C=CC(CC1)=CC(=O)OCC)C (Ethyl 2-(4,4-dimethyl-2-cyclohexen-1-ylidene)acetate). Yield: 100.0%. As a reaction SMILES: [H-].[Na+].C(OP([CH2:11][C:12]([O:14][CH2:15][CH3:16])=[O:13])(OCC)=O)C.[CH3:17][C:18]1([CH3:25])[CH2:23][CH2:22][C:21](=O)[CH:20]=[CH:19]1.O>O1CCCC1>[CH3:17][C:18]1([CH3:25])[CH2:23][CH2:22][C:21](=[CH:11][C:12]([O:14][CH2:15][CH3:16])=[O:13])[CH:20]=[CH:19]1 |f:0.1|. Procedure details: To a suspension of sodium hydride (60% dispersion in oil, 2.2 g, 55 mmol) in tetrahydrofuran (100 ml) at 0° C. was added ethyl 2-(diethoxyphosphoryl)acetate (11.2 g, 50 mmol) over 30 min, and the mixture was stirred at room temperature for 1 h. To this was added 4,4-dimethyl-2-cyclohexene-1-one over 20 min and the reaction mixture was stirred for a further 1 h. Water (100 ml) was added and the mixture was extracted with ether (2×100 ml). The combined extracts were dried (MgSO4), filtered and con... The reactants are [C+4], CN1CCN(C2CCN(C(=O)Nc3cc(Oc4ccc([N+](=O)[O-])cc4)ccn3)CC2)CC1, C1CCOC1, [OH-], [OH-], [OH-], [OH-], [OH-], [OH-], [Pd+2]. Product: CN1CCN(C2CCN(C(=O)Nc3cc(Oc4ccc(N)cc4)ccn3)CC2)CC1. RXN SMILES: [C+4:38].[CH3:1][N:2]1[CH2:3][CH2:4][N:5]([CH:8]2[CH2:9][CH2:10][N:11]([C:14](=[O:15])[NH:16][c:17]3[n:18][cH:19][cH:20][c:21]([O:23][c:24]4[cH:25][cH:26][c:27]([N+:30]([O-:31])=[O:32])[cH:28][cH:29]4)[cH:22]3)[CH2:12][CH2:13]2)[CH2:6][CH2:7]1.[O:33]1[CH2:34][CH2:35][CH2:36][CH2:37]1.[OH-:39].[OH-:41].[OH-:42].[OH-:43].[OH-:44].[OH-:45].[Pd+2:40]>>[CH3:1][N:2]1[CH2:3][CH2:4][N:5]([CH:8]2[CH2:9][CH2:10][N:11]([C:14](=[O:15])[NH:16][c:17]3[n:18][cH:19][cH:20][c:21]([O:23][c:24]4[cH:25][cH:26][c:27]([NH2:30])[cH:28][cH:29]4)[cH:22]3)[CH2:12][CH2:13]2)[CH2:6][CH2:7]1.